From a dataset of the Open Reaction Database (ORD), a public repository of structured organic reaction records. describe an organic reaction: reactants, conditions, products, and yield Reactants: Cl (HCl), C(C)(C)(C)OC(=O)N1CCN(CC1)C1=NC=CN=C1Cl (3′-chloro-2,3,5,6-tetrahydro-[1,2′]bipyrazinyl-4-carboxylic acid tert-butyl ester), aqueous solution, [OH-].[Na+] (NaOH). Run in CS(=O)C (DMSO), O (water). The product is C(C)(C)(C)OC(=O)N1CCN(CC1)C1=NC=CN=C1O (3′-Hydroxy-2,3,5,6-tetrahydro-[1,2′]bipyrazinyl-4-carboxylic acid tert-butyl ester), solids. Isolated yield 31.0%. RXN SMILES: [C:1]([O:5][C:6]([N:8]1[CH2:13][CH2:12][N:11]([C:14]2[C:19](Cl)=[N:18][CH:17]=[CH:16][N:15]=2)[CH2:10][CH2:9]1)=[O:7])([CH3:4])([CH3:3])[CH3:2].[OH-:21].[Na+].Cl>CS(C)=O.O>[C:1]([O:5][C:6]([N:8]1[CH2:13][CH2:12][N:11]([C:14]2[C:19]([OH:21])=[N:18][CH:17]=[CH:16][N:15]=2)[CH2:10][CH2:9]1)=[O:7])([CH3:4])([CH3:3])[CH3:2] |f:1.2|. Procedure details: To a solution of 3′-chloro-2,3,5,6-tetrahydro-[1,2′]bipyrazinyl-4-carboxylic acid tert-butyl ester (1.85 g, 6.19 mmol, prepared in Example 5a) in DMSO (6 mL) was added a 2.5M aqueous solution of NaOH (30 mL). The resulting suspension was heated to reflux for 12 h before allowing to cool to room temperature. The suspension was then diluted with water (20 mL), acidified to pH=5 with 6M HCl, and extracted with EtOAc. The organic phase was concentrated in vacuo and the resulting solids were purified... Reactants: O=C([O-])[O-], CS(C)=O, [Cs+], [Cs+], Fc1nccnc1C1CCOCC1, Nc1ccc(O)cc1, O. The product is Nc1ccc(Oc2nccnc2C2CCOCC2)cc1. Reaction SMILES: [C:22](=[O:23])([O-:24])[O-:25].[CH3:28][S:29]([CH3:30])=[O:31].[Cs+:26].[Cs+:27].[F:1][c:2]1[n:3][cH:4][cH:5][n:6][c:7]1[CH:8]1[CH2:9][CH2:10][O:11][CH2:12][CH2:13]1.[NH2:14][c:15]1[cH:16][cH:17][c:18]([OH:19])[cH:20][cH:21]1.[OH2:32]>>[c:2]1([O:19][c:18]2[cH:17][cH:16][c:15]([NH2:14])[cH:21][cH:20]2)[n:3][cH:4][cH:5][n:6][c:7]1[CH:8]1[CH2:9][CH2:10][O:11][CH2:12][CH2:13]1. Reactants: COc1cc(OC)c(C(=O)Cl)cc1Br, NC1CN2CCC1CC2, C1CCOC1. Product: Cl, COc1cc(OC)c(C(=O)NC2CN3CCC2CC3)cc1Br. RXN SMILES: [Br:10][c:11]1[c:12]([O:22][CH3:23])[cH:13][c:14]([O:20][CH3:21])[c:15]([C:16](=[O:17])[Cl:18])[cH:19]1.[NH2:1][CH:2]1[CH2:3][N:4]2[CH2:5][CH2:6][CH:7]1[CH2:8][CH2:9]2.[O:24]1[CH2:25][CH2:26][CH2:27][CH2:28]1>>[ClH:18].[NH:1]([CH:2]1[CH2:3][N:4]2[CH2:5][CH2:6][CH:7]1[CH2:8][CH2:9]2)[C:16]([c:15]1[c:14]([O:20][CH3:21])[cH:13][c:12]([O:22][CH3:23])[c:11]([Br:10])[cH:19]1)=[O:17].